describe an organic reaction: reactants, conditions, products, and yield From a dataset of the Open Reaction Database (ORD), a public repository of structured organic reaction records. Starting materials: BrC=1C=C(C(=NC1)Cl)N (5-bromo-2-chloropyridin-3-amine), COC1=CC=C(C=C1)S(=O)(=O)Cl (4-methoxybenzene-1-sulfonyl chloride), [Li+].C[Si](C)(C)[N-][Si](C)(C)C (LiHMDS). Run in C1CCOC1 (THF), C1CCOC1 (THF). Reaction conditions: temperature -78 celsius, time 10 minute. The product is BrC=1C=C(C(=NC1)Cl)NS(=O)(=O)C1=CC=C(C=C1)OC (N-(5-bromo-2-chloropyridin-3-yl)-4-methoxybenzenesulfonamide). Isolated yield 68.4%. Reaction SMILES: [Br:1][C:2]1[CH:3]=[C:4]([NH2:9])[C:5]([Cl:8])=[N:6][CH:7]=1.[Li+].C[Si]([N-][Si](C)(C)C)(C)C.[CH3:20][O:21][C:22]1[CH:27]=[CH:26][C:25]([S:28](Cl)(=[O:30])=[O:29])=[CH:24][CH:23]=1>C1COCC1>[Br:1][C:2]1[CH:3]=[C:4]([NH:9][S:28]([C:25]2[CH:24]=[CH:23][C:22]([O:21][CH3:20])=[CH:27][CH:26]=2)(=[O:30])=[O:29])[C:5]([Cl:8])=[N:6][CH:7]=1 |f:1.2|. Reported procedure: A round bottom flask was charged with 5-bromo-2-chloropyridin-3-amine (2.50 g, 12.1 mmol) and 24 mL THF and the solution was cooled to −78° C. under nitrogen. 1.0 M LiHMDS (24.1 ml, 24.1 mmol) was added slowly and the solution was stirred for 10 min at −78° C. 4-methoxybenzene-1-sulfonyl chloride (3.49 g, 16.9 mmol) dissolved in a minimum amount of THF (˜5 mL) was added slowly, and the cooling bath was removed after 10 min. The reaction was stirred at room temperature overnight and was quenched ... Starting materials: CC(c1ccccc1)N1CC(CC(=O)O)(C(=O)OC(C)(C)C)C(COCc2ccccc2)C1=O, C, CO, [H][H], [Pd]. The product is CC(c1ccccc1)N1CC(CC(=O)O)(C(=O)OC(C)(C)C)C(CO)C1=O. As a reaction SMILES: [C:1]([CH3:2])([CH3:3])([CH3:4])[O:5][C:6](=[O:7])[C:8]1([CH2:31][C:32](=[O:33])[OH:34])[CH2:9][N:10]([CH:23]([CH3:24])[c:25]2[cH:26][cH:27][cH:28][cH:29][cH:30]2)[C:11](=[O:22])[CH:12]1[CH2:13][O:14][CH2:15][c:16]1[cH:17][cH:18][cH:19][cH:20][cH:21]1.[C:37].[CH3:39][OH:40].[H:35][H:36].[Pd:38]>>[C:1]([CH3:2])([CH3:3])([CH3:4])[O:5][C:6](=[O:7])[C:8]1([CH2:31][C:32](=[O:33])[OH:34])[CH2:9][N:10]([CH:23]([CH3:24])[c:25]2[cH:26][cH:27][cH:28][cH:29][cH:30]2)[C:11](=[O:22])[CH:12]1[CH2:13][OH:14]. Starting materials: COC(=O)c1sccc1COc1ccc(C(C)CCCO)cc1, CCO, [K+], [OH-], O. Product: CC(CCCO)c1ccc(OCc2ccsc2C(=O)O)cc1. Reaction SMILES: [C:4](=[O:5])([O:6][CH3:7])[c:8]1[s:9][cH:10][cH:11][c:12]1[CH2:13][O:14][c:15]1[cH:16][cH:17][c:18]([CH:21]([CH2:22][CH2:23][CH2:24][OH:25])[CH3:26])[cH:19][cH:20]1.[CH3:27][CH2:28][OH:29].[K+:2].[OH-:1].[OH2:3]>>[C:4](=[O:5])([OH:6])[c:8]1[s:9][cH:10][cH:11][c:12]1[CH2:13][O:14][c:15]1[cH:16][cH:17][c:18]([CH:21]([CH2:22][CH2:23][CH2:24][OH:25])[CH3:26])[cH:19][cH:20]1. The reactants are OCC=1C=C2CCC[C@@H](C2=CC1)O ((S)-6-(hydroxymethyl)-1,2,3,4-tetrahydronaphthalen-1-ol). Reagents/catalysts: O=[Mn]=O (MnO2). The solvent is C(Cl)Cl.CC#N (CH2Cl2 MeCN). Conditions: time 16 hour. The product is O[C@@H]1C=2C=CC(=CC2CCC1)C=O ((S)-5-hydroxy-5,6,7,8-tetrahydronapthalene-2-carbaldehyde). RXN SMILES: [OH:1][CH2:2][C:3]1[CH:4]=[C:5]2[C:10](=[CH:11][CH:12]=1)[C@@H:9]([OH:13])[CH2:8][CH2:7][CH2:6]2>C(Cl)Cl.CC#N.O=[Mn]=O>[OH:13][C@H:9]1[CH2:8][CH2:7][CH2:6][C:5]2[CH:4]=[C:3]([CH:2]=[O:1])[CH:12]=[CH:11][C:10]1=2 |f:1.2|. Procedure: To a stirred solution of (S)-6-(hydroxymethyl)-1,2,3,4-tetrahydronaphthalen-1-ol (2.5 g, 14 mmol) in CH2Cl2/MeCN (1:1, 80 mL) was added MnO2 (6.1 g, 70. mmol). The reaction mixture was stirred for 16 h at RT. The solid was filtered off, and the filtrate was concentrated to afford the title compound. MS (m/z): 277.2 (M+H). Reactants: CCOC(=O)C (EtOAc), IC1=C(C(=O)OC)C=CC=C1 (Methyl 2-iodobenzoate), C(C#C)O (prop-2-yn-1-ol), TEA. The reagents and catalysts are C=1C=CC(=CC1)[P](C=2C=CC=CC2)(C=3C=CC=CC3)[Pd]([P](C=4C=CC=CC4)(C=5C=CC=CC5)C=6C=CC=CC6)([P](C=7C=CC=CC7)(C=8C=CC=CC8)C=9C=CC=CC9)[P](C=1C=CC=CC1)(C=1C=CC=CC1)C=1C=CC=CC1 (Pd(PPh3)4), [Cu]I (copper(I) iodide). The solvent is CN(C)C=O (DMF). Run at temperature 90 celsius, time 5 hour. Product: OCC#CC1=C(C(=O)OC)C=CC=C1 (Methyl 2-(3-hydroxyprop-1-ynyl)benzoate), oil. RXN SMILES: I[C:2]1[CH:11]=[CH:10][CH:9]=[CH:8][C:3]=1[C:4]([O:6][CH3:7])=[O:5].[CH2:12]([OH:15])[C:13]#[CH:14].CCOC(C)=O>CN(C=O)C.C1C=CC([P]([Pd]([P](C2C=CC=CC=2)(C2C=CC=CC=2)C2C=CC=CC=2)([P](C2C=CC=CC=2)(C2C=CC=CC=2)C2C=CC=CC=2)[P](C2C=CC=CC=2)(C2C=CC=CC=2)C2C=CC=CC=2)(C2C=CC=CC=2)C2C=CC=CC=2)=CC=1.[Cu]I>[OH:15][CH2:12][C:13]#[C:14][C:2]1[CH:11]=[CH:10][CH:9]=[CH:8][C:3]=1[C:4]([O:6][CH3:7])=[O:5] |^1:30,32,51,70|. Reported procedure: Methyl 2-iodobenzoate (25 g, 95 mmol), prop-2-yn-1-ol (8.02 g, 143 mmol) and TEA (26.6 ml, 191 mmol) were added to a deareated mixture of Pd(PPh3)4 (0.220 g, 0.191 mmol), copper(I) iodide (0.073 g, 0.382 mmol) in DMF (60 ml). The resulting mixture was stirred at 90° C. for 5 hrs and then at 40° C. overnight. The reaction mixture was poured into EtOAc (600 ml) and washed with brine (600 ml). Organic phase was then concentrated and the dark oil was rinsed with Et2O (600 ml). The mixture was filter... Reactants: NC=1NC(C2=C(N1)NC=C2CNC2=CC=C(C=C2)CC2=CC=C(C=C2)N)=O (2-amino-5-{[4-(4-amino-benzyl)-phenylamino]-methyl}-3,7-dihydro-pyrrolo[2,3-d]pyrimidin-4-one), NC=1NC(C2=C(N1)NC=C2CNC2=CC=C(C(=O)O)C=C2)=O (4-[(2-amino-4-oxo-4,7-dihydro-3H-pyrrolo[2,3-d]pyrimidin-5-ylmethyl)-amino]-benzoic acid), C(C1=CC=CC=C1)N(CC1=CC=CC=C1)CC1=CNC=2N=C(NC(C21)=O)NC(CCCCCCC)=O (octanoic acid{5-[(dibenzylamino)-methyl]-4-oxo-4,7-dihydro-3H-pyrrolo[2,3-d]pyrimidin-2-yl}-amide), C(C1=CC=C(N)C=C1)C1=CC=C(N)C=C1 (4,4′-methylene dianiline). The product is NC1=CC=C(CC2=CC=C(C=C2)NCC2=CNC=3N=C(NC(C32)=O)NC(CCCCCCC)=O)C=C1 (octanoic acid (5-{[4-(4-amino-benzyl)-phenylamino]-methyl}-4-oxo-4,7-dihydro-3H-pyrrolo[2,3-d]pyrimidin-2-yl)-amide). RXN SMILES: [NH2:1][C:2]1[NH:3][C:4](=[O:27])[C:5]2[C:10]([CH2:11][NH:12][C:13]3[CH:18]=[CH:17][C:16]([CH2:19][C:20]4[CH:25]=[CH:24][C:23]([NH2:26])=[CH:22][CH:21]=4)=[CH:15][CH:14]=3)=[CH:9][NH:8][C:6]=2[N:7]=1.NC1NC(=O)C2C(CNC3C=CC(C(O)=O)=CC=3)=CNC=2N=1.C(N(CC1C2C(=O)NC(N[C:77](=[O:85])[CH2:78][CH2:79][CH2:80][CH2:81][CH2:82][CH2:83][CH3:84])=NC=2NC=1)CC1C=CC=CC=1)C1C=CC=CC=1.C(C1C=CC(N)=CC=1)C1C=CC(N)=CC=1>>[NH2:26][C:23]1[CH:24]=[CH:25][C:20]([CH2:19][C:16]2[CH:15]=[CH:14][C:13]([NH:12][CH2:11][C:10]3[C:5]4[C:4](=[O:27])[NH:3][C:2]([NH:1][C:77](=[O:85])[CH2:78][CH2:79][CH2:80][CH2:81][CH2:82][CH2:83][CH3:84])=[N:7][C:6]=4[NH:8][CH:9]=3)=[CH:18][CH:17]=2)=[CH:21][CH:22]=1. Procedure details: The synthesis of 2-amino-5-{[4-(4-amino-benzyl)-phenylamino]-methyl}-3,7-dihydro-pyrrolo[2,3-d]pyrimidin-4-one 24 follows the same steps as the synthesis of 4-[(2-amino-4-oxo-4,7-dihydro-3H-pyrrolo[2,3-d]pyrimidin-5-ylmethyl)-amino]-benzoic acid 21, except that octanoic acid{5-[(dibenzylamino)-methyl]-4-oxo-4,7-dihydro-3H-pyrrolo[2,3-d]pyrimidin-2-yl}-amide 18 is reacted with 4,4′-methylene dianiline 22 to form octanoic acid (5-{[4-(4-amino-benzyl)-phenylamino]-methyl}-4-oxo-4,7-dihydro-3H-pyrro... Starting materials: C([O-])([O-])=O.[Na+].[Na+] (sodium carbonate), dihydrogendichlorobis(di-tert-butylphosphonite-κP)palladate(2-), C1(=CC=CC=C1)B(O)O (phenylboronic acid), C(C)(=O)N1N=C(C2=CC=CC=C12)C1=NC2=C(N1C(C)=O)C=CC(=C2)Br (1-[2-(1-acetyl-1H-indazol-3-yl)-5-bromobenzimidazol-1-yl]ethanone). Run in O1CCCC1 (tetrahydrofuran), C(C)(=O)OCC (ethyl acetate). The product is C1(=CC=CC=C1)C=1C=CC2=C(NC(=N2)C=2NN=C3C=CC=CC23)C1 (3-(6-phenyl-1H-benzimidazol-2-yl)-2H-indazole). Yield: 122.9%. RXN SMILES: C(=O)([O-])[O-].[Na+].[Na+].[C:7]1(B(O)O)[CH:12]=[CH:11][CH:10]=[CH:9][CH:8]=1.C([N:19]1[C:27]2[C:22](=[CH:23][CH:24]=[CH:25][CH:26]=2)[C:21]([C:28]2[N:32](C(=O)C)[C:31]3[CH:36]=[CH:37][C:38](Br)=[CH:39][C:30]=3[N:29]=2)=[N:20]1)(=O)C>O1CCCC1.C(OCC)(=O)C>[C:7]1([C:37]2[CH:38]=[CH:39][C:30]3[N:29]=[C:28]([C:21]4[NH:20][N:19]=[C:27]5[C:22]=4[CH:23]=[CH:24][CH:25]=[CH:26]5)[NH:32][C:31]=3[CH:36]=2)[CH:12]=[CH:11][CH:10]=[CH:9][CH:8]=1 |f:0.1.2|. Reported procedure: 40 mg of sodium carbonate, 7 mg of dihydrogendichlorobis(di-tert-butylphosphonite-κP)palladate(2-) (POPd[0]) and 46 mg of phenylboronic acid are added under an argon atmosphere to a solution of 50 mg of 1-[2-(1-acetyl-1H-indazol-3-yl)-5-bromobenzimidazol-1-yl]ethanone in 800 μl of anhydrous tetrahydrofuran. The reaction mixture is brought to reflux for 3 hours and then cooled to ambient temperature. The mixture is then diluted with 3 ml of ethyl acetate and then washed with 2 times 2 ml of water... Starting materials: COc1ccc(CN(C)C(=O)c2ccc(C#N)cc2)cc1, Cc1ccccc1. Yields the product CN(Cc1ccc(O)cc1)C(=O)c1ccc(C#N)cc1. As a reaction SMILES: [C:1](#[N:2])[c:3]1[cH:4][cH:5][c:6]([C:7](=[O:8])[N:9]([CH3:10])[CH2:11][c:12]2[cH:13][cH:14][c:15]([O:18][CH3:19])[cH:16][cH:17]2)[cH:20][cH:21]1.[CH3:22][c:23]1[cH:24][cH:25][cH:26][cH:27][cH:28]1>>[C:1](#[N:2])[c:3]1[cH:4][cH:5][c:6]([C:7](=[O:8])[N:9]([CH3:10])[CH2:11][c:12]2[cH:13][cH:14][c:15]([OH:18])[cH:16][cH:17]2)[cH:20][cH:21]1. The reactants are C(C)(=O)O[C@H]1[C@@H](O[C@@H]([C@H]1OC(C)=O)COC(C)=O)N1C=NC=2C(N[C@@H](CSC=3SC=CC3)C)=NC(=NC12)Cl (2',3',5'-tri-O-acetyl-2-chloro-N-[(R)-1-(2-thienyl)thio-2-propyl]adenosine), Cl.N[C@@H](CSC=1SC=CC1)C (2-[(R)-2-amino-1-propylthio]thiophene hydrochloride), 9-(2,3,5-tri-O-acetyl-B-D-ribofuranosyl)-2,6-dichloro-9H-purine, 2-[(R)-N-tert-butyloxycarbonyl]amino-1-propanol, SC=1SC=CC1 (2-mercaptothiophene), C[O-].[Na+] (sodium methoxide). Run in CO (methanol). Product: ClC=1N=C(C=2N=CN([C@H]3[C@H](O)[C@H](O)[C@@H](CO)O3)C2N1)N[C@@H](CSC=1SC=CC1)C (2-chloro-N-[(R)-1-(2-thienyl)thio-2-propyl]adenosine). The yield is 82.0%. As a reaction SMILES: Cl.N[C@H](C)CSC1SC=CC=1.SC1SC=CC=1.C([O:21][C@@H:22]1[C@H:26]([O:27]C(=O)C)[C@@H:25]([CH2:31][O:32]C(=O)C)[O:24][C@H:23]1[N:36]1[C:54]2[N:53]=[C:52]([Cl:55])[N:51]=[C:40]([NH:41][C@H:42]([CH3:50])[CH2:43][S:44][C:45]3[S:46][CH:47]=[CH:48][CH:49]=3)[C:39]=2[N:38]=[CH:37]1)(=O)C.C[O-].[Na+]>CO>[Cl:55][C:52]1[N:51]=[C:40]([NH:41][C@H:42]([CH3:50])[CH2:43][S:44][C:45]2[S:46][CH:47]=[CH:48][CH:49]=2)[C:39]2[N:38]=[CH:37][N:36]([C:54]=2[N:53]=1)[C@@H:23]1[O:24][C@H:25]([CH2:31][OH:32])[C@@H:26]([OH:27])[C@H:22]1[OH:21] |f:0.1,4.5|. Procedure: The title compound was prepared according to method A as described in Example 1 by reacting 2-[(R)-2-amino-1-propylthio]thiophene hydrochloride [prepared by a Mitsunobu reaction as described in Example 1 using 2-[(R)-N-tert-butyloxycarbonyl]amino-1-propanol (7.53 g, 43 mmol) and 2-mercaptothiophene (5.00 g, 43 mmol) followed by acidic hydrolysis] (0.63 g, 3.0 mmol) with 9-(2,3,5-tri-O-acetyl-B-D-ribofuranosyl)-2,6-dichloro-9H-purine (1.12 g, 2.5 mmol), followed by deacylation of the purified 2',...